Dataset: the Open Reaction Database (ORD), a public repository of structured organic reaction records. Task: describe an organic reaction: reactants, conditions, products, and yield Reactants: CCC(C)C(C(=O)OC)c1c(C)nc2cc(C(C)(C)C)nn2c1-c1ccc(C)cc1, CCO, [Na+], [OH-], O. The product is CCC(C)C(C(=O)O)c1c(C)nc2cc(C(C)(C)C)nn2c1-c1ccc(C)cc1. As a reaction SMILES: [C:1]([CH3:2])([CH3:3])([CH3:4])[c:5]1[n:6][n:7]2[c:8]([n:9][c:10]([CH3:29])[c:11]([CH:20]([C:21](=[O:22])[O:23][CH3:24])[CH:25]([CH2:26][CH3:27])[CH3:28])[c:12]2-[c:13]2[cH:14][cH:15][c:16]([CH3:19])[cH:17][cH:18]2)[cH:30]1.[CH3:33][CH2:34][OH:35].[Na+:32].[OH-:31].[OH2:36]>>[C:1]([CH3:2])([CH3:3])([CH3:4])[c:5]1[n:6][n:7]2[c:8]([n:9][c:10]([CH3:29])[c:11]([CH:20]([C:21](=[O:22])[OH:23])[CH:25]([CH2:26][CH3:27])[CH3:28])[c:12]2-[c:13]2[cH:14][cH:15][c:16]([CH3:19])[cH:17][cH:18]2)[cH:30]1. Starting materials: ClCCl, CN1C(=O)C(N)C(=O)N(c2ccccc2)c2cc(Cl)ccc21, On1nnc2ccccc21, O=C(O)c1cc2ccccc2[nH]1. As a reaction SMILES: [Cl:45][CH2:46][Cl:47].[NH2:1][CH:2]1[C:3](=[O:22])[N:4]([c:16]2[cH:17][cH:18][cH:19][cH:20][cH:21]2)[c:5]2[c:6]([cH:11][cH:12][c:13]([Cl:15])[cH:14]2)[N:7]([CH3:10])[C:8]1=[O:9].[OH:35][n:36]1[c:37]2[cH:38][cH:39][cH:40][cH:41][c:42]2[n:43][n:44]1.[nH:23]1[c:24]([C:32](=[O:33])[OH:34])[cH:25][c:26]2[cH:27][cH:28][cH:29][cH:30][c:31]12>>[NH:1]([CH:2]1[C:3](=[O:22])[N:4]([c:16]2[cH:17][cH:18][cH:19][cH:20][cH:21]2)[c:5]2[c:6]([cH:11][cH:12][c:13]([Cl:15])[cH:14]2)[N:7]([CH3:10])[C:8]1=[O:9])[C:32]([c:24]1[nH:23][c:31]2[c:26]([cH:25]1)[cH:27][cH:28][cH:29][cH:30]2)=[O:33]. Yields the product CN1C(=O)C(NC(=O)c2cc3ccccc3[nH]2)C(=O)N(c2ccccc2)c2cc(Cl)ccc21.